From a dataset of the Open Reaction Database (ORD), a public repository of structured organic reaction records. describe an organic reaction: reactants, conditions, products, and yield The reactants are CC(C)(CCO[Si](C)(C)C(C)(C)C)CC(C[N+](=O)[O-])C1C(=O)Nc2cc(Cl)ccc21, CO, [Cl-], [NH4+], [Zn]. Product: CC(C)(CCO[Si](C)(C)C(C)(C)C)CC(CN)C1C(=O)Nc2cc(Cl)ccc21. Reaction SMILES: [C:1]([CH3:2])([CH3:3])([CH3:4])[Si:5]([O:6][CH2:7][CH2:8][C:9]([CH2:10][CH:11]([CH2:12][N+:13]([O-:14])=[O:15])[CH:16]1[C:17](=[O:26])[NH:18][c:19]2[cH:20][c:21]([Cl:25])[cH:22][cH:23][c:24]21)([CH3:27])[CH3:28])([CH3:29])[CH3:30].[CH3:33][OH:34].[Cl-:31].[NH4+:32].[Zn:35]>>[C:1]([CH3:2])([CH3:3])([CH3:4])[Si:5]([O:6][CH2:7][CH2:8][C:9]([CH2:10][CH:11]([CH2:12][NH2:13])[CH:16]1[C:17](=[O:26])[NH:18][c:19]2[cH:20][c:21]([Cl:25])[cH:22][cH:23][c:24]21)([CH3:27])[CH3:28])([CH3:29])[CH3:30]. Reactants: CC1(NC(CC(C1)NCCCNC1CC(NC(C1)(C)C)(C)C)(C)C)C (N,N'-bis(2,2,6,6-tetramethyl-4-piperidyl)trimethylenediamine), C(CCC)N(P1OCC(CO1)(C)C)C1CC(NC(C1)(C)C)(C)C (2-[N-butyl(2,2,6,6-tetramethyl-4-piperidyl)amino]-5,5-dimethyl-1,3,2-dioxaphosphorinane). Yields the product CC1(COP(OC1)N(CCCN(C1CC(NC(C1)(C)C)(C)C)P1OCC(CO1)(C)C)C1CC(NC(C1)(C)C)(C)C)C (N,N'-bis(5,5-dimethyl-1,3,2-dioxaphosphorinan-2-yl)-N,N'-bis(2,2,6,6-tetramethyl-4-piperidyl)trimethylenediamine). RXN SMILES: [CH3:1][C:2]1([CH3:25])[CH2:7][CH:6]([NH:8][CH2:9][CH2:10][CH2:11][NH:12][CH:13]2[CH2:18][C:17]([CH3:20])([CH3:19])[NH:16][C:15]([CH3:22])([CH3:21])[CH2:14]2)[CH2:5][C:4]([CH3:24])([CH3:23])[NH:3]1.C(N(C1CC(C)(C)NC(C)(C)C1)[P:31]1[O:36][CH2:35][C:34]([CH3:38])([CH3:37])[CH2:33][O:32]1)CCC>>[CH3:37][C:34]1([CH3:38])[CH2:35][O:36][P:31]([N:8]([CH:6]2[CH2:7][C:2]([CH3:25])([CH3:1])[NH:3][C:4]([CH3:24])([CH3:23])[CH2:5]2)[CH2:9][CH2:10][CH2:11][N:12]([P:31]2[O:32][CH2:33][C:34]([CH3:37])([CH3:38])[CH2:35][O:36]2)[CH:13]2[CH2:14][C:15]([CH3:22])([CH3:21])[NH:16][C:17]([CH3:20])([CH3:19])[CH2:18]2)[O:32][CH2:33]1. Procedure: If N,N'-bis(2,2,6,6-tetramethyl-4-piperidyl)trimethylenediamine is used as the amine in an analogous procedure, N,N'-bis(5,5-dimethyl-1,3,2-dioxaphosphorinan-2-yl)-N,N'-bis(2,2,6,6-tetramethyl-4-piperidyl)trimethylenediamine is obtained, which melts at 102° (Compound No. 4). The reactants are CCOC(=O)c1cnc(Nc2ccccc2OCC(C)C)[nH]c1=O, CC(=O)O, [Na+], [OH-], O. Yields the product CC(C)COc1ccccc1Nc1ncc(C(=O)O)c(=O)[nH]1. As a reaction SMILES: [CH3:1][CH:2]([CH2:3][O:4][c:5]1[c:6]([NH:7][c:8]2[nH:9][c:10](=[O:19])[c:11]([C:14](=[O:15])[O:16][CH2:17][CH3:18])[cH:12][n:13]2)[cH:20][cH:21][cH:22][cH:23]1)[CH3:24].[CH3:28][C:29](=[O:30])[OH:31].[Na+:26].[OH-:25].[OH2:27]>>[CH3:1][CH:2]([CH2:3][O:4][c:5]1[c:6]([NH:7][c:8]2[nH:9][c:10](=[O:19])[c:11]([C:14](=[O:15])[OH:16])[cH:12][n:13]2)[cH:20][cH:21][cH:22][cH:23]1)[CH3:24]. Starting materials: N1=CC=C(C=C1)NC1=CC(=CC=C1)N (N1-(4-Pyridinyl)-1,3-benzenediamine), [N+](=O)([O-])C1=CC=C(C(=O)O)C=C1 (4-Nitrobenzoic acid), O=S(Cl)Cl (SOCl2), N1=CC=CC=C1 (pyridine). The reagents and catalysts are CN(C)C=O (DMF). Solvent: O1CCOCC1 (1,4-dioxane). Conditions: time 16 hour. Product: [N+](=O)([O-])C1=CC=C(C=C1)NC(C1=CC(=CC=C1)NC1=CC=NC=C1)=O (N-(4-Nitrophenyl)-3-(4-pyridinylamino)benzamide). Yield: 79.0%. As a reaction SMILES: [N+:1]([C:4]1[CH:12]=[CH:11][C:7](C(O)=O)=[CH:6][CH:5]=1)([O-:3])=[O:2].[N:13]1[CH:18]=[CH:17][C:16]([NH:19][C:20]2[CH:25]=[CH:24][CH:23]=[C:22](N)[CH:21]=2)=[CH:15][CH:14]=1.[N:27]1[CH:32]=CC=CC=1.[O:33]=S(Cl)Cl>CN(C=O)C.O1CCOCC1>[N+:1]([C:4]1[CH:5]=[CH:6][C:7]([NH:27][C:32](=[O:33])[C:22]2[CH:23]=[CH:24][CH:25]=[C:20]([NH:19][C:16]3[CH:17]=[CH:18][N:13]=[CH:14][CH:15]=3)[CH:21]=2)=[CH:11][CH:12]=1)([O-:3])=[O:2]. Reported procedure: 4-Nitrobenzoic acid (4.3 g, 16.36 mmol) was suspended in SOCl2 (30 mL), 2 drops of DMF were added, and the mixture was refluxed for 1 h (until a clear solution was obtained). The reaction mixture was cooled to room temperature and excess SOCl2 was removed under vacuum. The resulting residue was dissolved in 1,4-dioxane and added to a suspension of A4 (3.0 g, 16.20 mmol) in 1,4-dioxane (300 mL) containing pyridine (8 mL). The reaction mixture was stirred 16 h at 50° C., and the solvent was then e...